From a dataset of the Open Reaction Database (ORD), a public repository of structured organic reaction records. describe an organic reaction: reactants, conditions, products, and yield The reactants are C(CC)N(C1=CC(=NC=C1)NC(=S)NC1=C(C=C(C=C1C)C)C)CCC (1-[4-(Dipropylamino)pyridin-2-yl]-3-mesitylthiourea), BrBr (bromine), BrBr (bromine). Solvent: C(C)(=O)O (acetic acid). Run at time 30 minute. The product is C1(=C(C(=CC(=C1)C)C)NC=1SC=2C(=NC=CC2N(CCC)CCC)N1)C (N2-Mesityl-N7,N7-dipropyl[1,3]thiazolo[4,5-b]pyridine-2,7-diamine). The yield is 49.3%. Reaction SMILES: [CH2:1]([N:4]([CH2:24][CH2:25][CH3:26])[C:5]1[CH:10]=[CH:9][N:8]=[C:7]([NH:11][C:12]([NH:14][C:15]2[C:20]([CH3:21])=[CH:19][C:18]([CH3:22])=[CH:17][C:16]=2[CH3:23])=[S:13])[CH:6]=1)[CH2:2][CH3:3].BrBr>C(O)(=O)C>[C:20]1([CH3:21])[CH:19]=[C:18]([CH3:22])[CH:17]=[C:16]([CH3:23])[C:15]=1[NH:14][C:12]1[S:13][C:6]2[C:7]([N:11]=1)=[N:8][CH:9]=[CH:10][C:5]=2[N:4]([CH2:1][CH2:2][CH3:3])[CH2:24][CH2:25][CH3:26]. Procedure details: To 0.040 g (0.11 mmol) of 1-[4-(Dipropylamino)pyridin-2-yl]-3-mesitylthiourea in 2 mL of glacial acetic acid was added 6.1 μL (0.12 mmol) of bromine. After 30 min at room temperature, an additional 2 μL of bromine was added. The reaction mixture was concentrated after 2 h and washed with ethyl acetate/hexanes. The organics were concentrated and the resulting oil was purified by flash chromatography eluting with a 4% methanol/dichloromethane mixture to give 0.020 g (50%) of the title compound as ... Starting materials: O=C(OCC)C=1C=CC=CC1C. Reagents/catalysts: [K].OC(C)(C)C, O1B(OC(C)(C)C1(C)C)B2OC(C)(C)C(O2)(C)C, O=C1C=CC=2C=CC=C(C3=CN=C(C=C3)C=4N=CC=CC4)C2N1, C[OH2+].C[OH2+].C1CC=CCCC=C1.C1CC=CCCC=C1.[Ir].[Ir]. Run in O1CCCC1. Run at temperature 80 celsius, time 12 hour. The product is O=C(OCC)C1=CC=C(C=C1C)B2OC(C)(C)C(O2)(C)C. Yield: 77.0%. Starting materials: O=C(Cl)C(=O)Cl, C1CCOC1, COC1=CC(Cl)(C=C(C(=O)O)C2=CCc3ccccc32)C(C)C=C1. Yields the product COC1=CC(Cl)(C=C(CO)C2=CCc3ccccc32)C(C)C=C1. RXN SMILES: [C:25]([Cl:26])(=[O:27])[C:28]([Cl:29])=[O:30].[CH2:31]1[O:32][CH2:33][CH2:34][CH2:35]1.[CH3:1][O:2][C:3]1=[CH:22][C:7]([CH:8]=[C:9]([C:10](=[O:11])[OH:12])[C:13]2=[CH:14][CH2:15][c:16]3[cH:17][cH:18][cH:19][cH:20][c:21]32)([Cl:23])[CH:6]([CH3:24])[CH:5]=[CH:4]1>>[CH3:1][O:2][C:3]1=[CH:22][C:7]([CH:8]=[C:9]([CH2:10][OH:11])[C:13]2=[CH:14][CH2:15][c:16]3[cH:17][cH:18][cH:19][cH:20][c:21]32)([Cl:23])[CH:6]([CH3:24])[CH:5]=[CH:4]1. Starting materials: IC1=C2/C(/C(NC2=CC=C1)=O)=C/C=1NC=CC1 ((Z)-1,3-dihydro-4-iodo-3-[(1H-pyrrol-2-yl)methylene]-2H-indol-2-one), IC1=C2/C(/C(NC2=CC=C1)=O)=C/C=1NC=CC1 ((Z)-1,3-dihydro-4-iodo-3-[(1H-pyrrol-2-yl)methylene]-2H-indol-2-one), C(=O)([O-])[O-].[Na+].[Na+] (Na2CO3), CC1=C(C=CC=C1)B(O)O (2-methylphenylboronic acid). The reagents and catalysts are C=1C=CC(=CC1)[P](C=2C=CC=CC2)(C=3C=CC=CC3)[Pd]([P](C=4C=CC=CC4)(C=5C=CC=CC5)C=6C=CC=CC6)([P](C=7C=CC=CC7)(C=8C=CC=CC8)C=9C=CC=CC9)[P](C=1C=CC=CC1)(C=1C=CC=CC1)C=1C=CC=CC1 ((Ph3P)4Pd). The solvent is COCCOC (1,2-dimethoxyethane). Run at temperature 100 celsius. Yields the product CC1=C(C=CC=C1)C1=C2/C(/C(NC2=CC=C1)=O)=C/C=1NC=CC1 ((Z)-1,3-Dihydro-4-(2-methylphenyl)-3-[(1H-pyrrol-2-yl)methylene]-2H-indol-2-one). RXN SMILES: I[C:2]1[CH:10]=[CH:9][CH:8]=[C:7]2[C:3]=1/[C:4](=[CH:12]/[C:13]1[NH:14][CH:15]=[CH:16][CH:17]=1)/[C:5](=[O:11])[NH:6]2.C([O-])([O-])=O.[Na+].[Na+].[CH3:24][C:25]1[CH:30]=[CH:29][CH:28]=[CH:27][C:26]=1B(O)O>C1C=CC([P]([Pd]([P](C2C=CC=CC=2)(C2C=CC=CC=2)C2C=CC=CC=2)([P](C2C=CC=CC=2)(C2C=CC=CC=2)C2C=CC=CC=2)[P](C2C=CC=CC=2)(C2C=CC=CC=2)C2C=CC=CC=2)(C2C=CC=CC=2)C2C=CC=CC=2)=CC=1.COCCOC>[CH3:24][C:25]1[CH:30]=[CH:29][CH:28]=[CH:27][C:26]=1[C:2]1[CH:10]=[CH:9][CH:8]=[C:7]2[C:3]=1/[C:4](=[CH:12]/[C:13]1[NH:14][CH:15]=[CH:16][CH:17]=1)/[C:5](=[O:11])[NH:6]2 |f:1.2.3,^1:37,39,58,77|. Procedure: A solution of (Z)-1,3-dihydro-4-iodo-3-[(1H-pyrrol-2-yl)methylene]-2H-indol-2-one (30 mg, 0.089 mmol) (Starting Material 1), 2M aqueous Na2CO3 solution (89 μL, 0.178 mmol), (Ph3P)4Pd (3 mg, 0.003 mmol) (Aldrich), and 2-methylphenylboronic acid (15 mg, 0.110 mmol) (Aldrich) in 3 mL of a 3:1 mixture of 1,2-dimethoxyethane:distilled water was heated at 100° C. under a nitrogen atmosphere for 18 h. The reaction mixture was allowed to cool to room temperature and then directly purified by flash chrom... Starting materials: CN(C)C (trimethylamine), Cl.CN (methylamine hydrochloride), NC1=CC=C(C=C1)S(=O)(=O)NC1=NC(=NC(=C1)Cl)NCC (4-amino-N-(6-chloro-2-ethylamino-pyrimidin-4-yl)-benzenesulfonamide). Run in C(C)O (ethanol), C(C)O (ethanol). Yields the product NC1=CC=C(C=C1)S(=O)(=O)NC1=NC(=NC(=C1)NC)NCC (4-amino-N-(2-ethylamino-6-methylamino-pyrimidin-4-yl)-benzenesulfonamide). Isolated yield 53.0%. As a reaction SMILES: [NH2:1][C:2]1[CH:7]=[CH:6][C:5]([S:8]([NH:11][C:12]2[CH:17]=[C:16](Cl)[N:15]=[C:14]([NH:19][CH2:20][CH3:21])[N:13]=2)(=[O:10])=[O:9])=[CH:4][CH:3]=1.[CH3:22][N:23](C)C.Cl.CN>C(O)C>[NH2:1][C:2]1[CH:7]=[CH:6][C:5]([S:8]([NH:11][C:12]2[CH:17]=[C:16]([NH:23][CH3:22])[N:15]=[C:14]([NH:19][CH2:20][CH3:21])[N:13]=2)(=[O:10])=[O:9])=[CH:4][CH:3]=1 |f:2.3|. Procedure details: 0.1 g (0.00031 mol) of 4-amino-N-(6-chloro-2-ethylamino-pyrimidin-4-yl)-benzenesulfonamide was dissolved in 20 ml of ethanol and stirred with 0.6 ml (0.0043 mol) of trimethylamine and 0.1 g (0.0015 mol) of methylamine hydrochloride in an autoclave at 130° C. for 4 hours. The reaction mixture was freed from solvent, the residue was suspended in 5 ml of ethanol and treated in an ultrasound bath for 15 minutes. The precipitate was filtered off, dissolved in 150 ml of 1N NaOH and filtered. The filtr... The reactants are C(C1=CC=CC=C1)(=O)N1CC(C2=CC=CC=C12)C1=CC=CC=C1 (1-benzoyl-3-phenylindoline), [OH-].[Na+] (sodium hydroxide), ice water. The solvent is O (water), C(C)O (ethanol). The product is C1(=CC=CC=C1)C1CNC2=CC=CC=C12 (3-phenylindoline). The yield is 97.2%. Reaction SMILES: C([N:9]1[C:17]2[C:12](=[CH:13][CH:14]=[CH:15][CH:16]=2)[CH:11]([C:18]2[CH:23]=[CH:22][CH:21]=[CH:20][CH:19]=2)[CH2:10]1)(=O)C1C=CC=CC=1.[OH-].[Na+]>O.C(O)C>[C:18]1([CH:11]2[C:12]3[C:17](=[CH:16][CH:15]=[CH:14][CH:13]=3)[NH:9][CH2:10]2)[CH:19]=[CH:20][CH:21]=[CH:22][CH:23]=1 |f:1.2|. Reported procedure: The amount, 5.50 g, of the 1-benzoyl-3-phenylindoline obtained in Example 6 and a solution of 4.0 g of sodium hydroxide in 40 ml of water and 84 ml of ethanol added thereto were refluxed together for six hours. The reaction solution was poured into ice water and extracted with ethyl acetate. The ethyl acetate layer was washed with an aqueous potassium carbonate solution, then dried over anhydrous magnesium sulfate, and distilled to expel the ethyl acetate and obtain 3.49 g of 3-phenylindoline (9...